From a dataset of the Open Reaction Database (ORD), a public repository of structured organic reaction records. describe an organic reaction: reactants, conditions, products, and yield Reactants: CCC1(CCCSc2nnnn2C)OCCO1, CC(=O)O, Cl, O. The product is CCC(=O)CCCSc1nnnn1C. Reaction SMILES: [CH3:1][n:2]1[n:3][n:4][n:5][c:6]1[S:7][CH2:8][CH2:9][CH2:10][C:11]1([CH2:12][CH3:13])[O:14][CH2:17][CH2:16][O:15]1.[CH3:20][C:21](=[O:22])[OH:23].[ClH:19].[OH2:18]>>[CH3:1][n:2]1[n:3][n:4][n:5][c:6]1[S:7][CH2:8][CH2:9][CH2:10][C:11]([CH2:12][CH3:13])=[O:14]. The reactants are CCCCCC (hexane), C1=C(C=CC=2CC3=C(C=CC21)C=CC=C3)C(C(=O)O)C (2-(5H-dibenzo[a,d]cyclohepten-2-yl)propionic acid), O (water), O (water), ceric ammonium nitrate. The solvent is C(C)(=O)O (acetic acid), C(C)(=O)O (acetic acid). Yields the product C1=C(C=CC=2C(C3=C(C=CC21)C=CC=C3)=O)C(C(=O)O)C (2-(5H-dibenzo[a,d]cyclohepten-5-on-2-yl)propionic acid). The yield is 30.0%. RXN SMILES: [CH:1]1[C:11]2[CH:10]=[CH:9][C:8]3[CH:12]=[CH:13][CH:14]=[CH:15][C:7]=3[CH2:6][C:5]=2[CH:4]=[CH:3][C:2]=1[CH:16]([CH3:20])[C:17]([OH:19])=[O:18].[OH2:21].CCCCCC>C(O)(=O)C>[CH:1]1[C:11]2[CH:10]=[CH:9][C:8]3[CH:12]=[CH:13][CH:14]=[CH:15][C:7]=3[C:6](=[O:21])[C:5]=2[CH:4]=[CH:3][C:2]=1[CH:16]([CH3:20])[C:17]([OH:19])=[O:18]. Procedure: 1.10 Gm. of 2-(5H-dibenzo[a,d]cyclohepten-2-yl)propionic acid is refluxed for 2 hours in 10 ml. of acetic acid and 7.5 ml. of water containing 2.24 gm. of ceric ammonium nitrate. The solution is poured into water and extracted with ethyl acetate. The extract is washed, dried and evaporated and the residue chromatographed on silica gel, eluting with 40:60:1 ethyl acetate:hexane:acetic acid, so as to isolate a 30% yield of 2-(5H-dibenzo[a,d]cyclohepten-5-on-2-yl)propionic acid, m.p. (chloroform-he... Starting materials: C(C)(C)(C)OC(=O)N1C[C@H](CC1)CO ((S)-3-Hydroxymethyl-pyrrolidine-1-carboxylic acid tert-butyl ester), [H-].[Na+] (sodium hydride), ClC1=C(C(=NC=N1)NC1=CC=C(C=C1)S(=O)(=O)C)[N+](=O)[O-] ((6-chloro-5-nitro-pyrimidin-4-yl)-(4-methanesulfonyl-phenyl)-amine). Solvent: CN(C(C)=O)C (N,N-dimethyl acetamide). Run at time 30 minute. Product: C(C)(C)(C)OC(=O)N1CC(CC1)COC1=NC=NC(=C1[N+](=O)[O-])NC1=CC=C(C=C1)S(=O)(=O)C (3-[6-(4-Methanesulfonyl-phenylamino)-5-nitro-pyrimidin-4-yloxymethyl]-pyrrolidine-1-carboxylic acid tert-butyl ester). The yield is 20.3%. As a reaction SMILES: [C:1]([O:5][C:6]([N:8]1[CH2:12][CH2:11][C@H:10]([CH2:13][OH:14])[CH2:9]1)=[O:7])([CH3:4])([CH3:3])[CH3:2].[H-].[Na+].Cl[C:18]1[N:23]=[CH:22][N:21]=[C:20]([NH:24][C:25]2[CH:30]=[CH:29][C:28]([S:31]([CH3:34])(=[O:33])=[O:32])=[CH:27][CH:26]=2)[C:19]=1[N+:35]([O-:37])=[O:36]>CN(C)C(=O)C>[C:1]([O:5][C:6]([N:8]1[CH2:12][CH2:11][CH:10]([CH2:13][O:14][C:18]2[C:19]([N+:35]([O-:37])=[O:36])=[C:20]([NH:24][C:25]3[CH:26]=[CH:27][C:28]([S:31]([CH3:34])(=[O:32])=[O:33])=[CH:29][CH:30]=3)[N:21]=[CH:22][N:23]=2)[CH2:9]1)=[O:7])([CH3:4])([CH3:3])[CH3:2] |f:1.2|. Procedure details: (S)-3-Hydroxymethyl-pyrrolidine-1-carboxylic acid tert-butyl ester (0.65 mmol, 131 mg) and sodium hydride (1.3 mmol, 31 mg) were dissolved in N,N-dimethyl acetamide (1.5 mL) and stirred for 30 minutes at room temperature. Then, (6-chloro-5-nitro-pyrimidin-4-yl)-(4-methanesulfonyl-phenyl)-amine (0.26 mmol, 84 mg) was added. The reaction was stirred at 70° C. for 30 minutes. Its progress was monitored by thin layer chromatography and LCMS. Sodium hydride was quenched with water and the desired com... The reactants are C(C)(C)C1=C(NC2=CC=CC=C12)CO (3-isopropyl-2-hydroxymethylindole). Reagents/catalysts: [O-2].[O-2].[Mn+4] (manganese dioxide). Run in C(C)(=O)OCC (ethyl acetate). The product is C(C)(C)C1=C(NC2=CC=CC=C12)C=O (3-isopropyl-2-indolecarbaldehyde). The yield is 84.3%. RXN SMILES: [CH:1]([C:4]1[C:12]2[C:7](=[CH:8][CH:9]=[CH:10][CH:11]=2)[NH:6][C:5]=1[CH2:13][OH:14])([CH3:3])[CH3:2]>C(OCC)(=O)C.[O-2].[O-2].[Mn+4]>[CH:1]([C:4]1[C:12]2[C:7](=[CH:8][CH:9]=[CH:10][CH:11]=2)[NH:6][C:5]=1[CH:13]=[O:14])([CH3:3])[CH3:2] |f:2.3.4|. Reported procedure: The mixture of 3-isopropyl-2-hydroxymethylindole (29 g) and manganese dioxide (66.7 g) in ethyl acetate (435 ml) was reflux for 2 hours. After filtration of the insoluble materials, the filtrate was evaporated in vacuo. The residue was purified by silica gel column chromatography (10% ethyl acetate-toluene) to give 3-isopropyl-2-indolecarbaldehyde (24.2 g) as crystals. The reactants are C([O-])([O-])=O.[K+].[K+] (potassium carbonate), C1(=CC=C(C=C1)S(=O)(=O)C[N+]#[C-])C (p-toluenesulfonylmethyl isocyanide), ClC1=CC2=C(C3(OCC2(F)F)CCN(CC3)CC=3C(=NN(C3)C3=C(C=O)C=CC=N3)C)S1 (2-(4-((2′-chloro-4′,4′-difluoro-4′,5′-dihydrospiro[piperidine-4,7′-thieno[2,3-c]pyran]-1-yl)methyl)-3-methyl-1H-pyrazol-1-yl)nicotinaldehyde). Solvent: CO (methanol), CO (methanol). Reaction conditions: temperature 65 celsius, time 3 hour. The product is ClC1=CC2=C(C3(OCC2(F)F)CCN(CC3)CC=3C(=NN(C3)C3=NC=CC=C3C3=CN=CO3)C)S1 (5-(2-(4-((2′-Chloro-4′,4′-difluoro-4′,5′-dihydrospiro[piperidine-4,7′-thieno[2,3-c]pyran]-1-yl)methyl)-3-methyl-1H-pyrazol-1-yl)pyridin-3-yl)oxazole). Yield: 71.8%. As a reaction SMILES: [Cl:1][C:2]1[S:32][C:5]2[C:6]3([CH2:16][CH2:15][N:14]([CH2:17][C:18]4[C:19]([CH3:31])=[N:20][N:21]([C:23]5[N:30]=[CH:29][CH:28]=[CH:27][C:24]=5[CH:25]=[O:26])[CH:22]=4)[CH2:13][CH2:12]3)[O:7][CH2:8][C:9]([F:11])([F:10])[C:4]=2[CH:3]=1.C(=O)([O-])[O-].[K+].[K+].C1(C)C=CC(S([CH2:48][N+:49]#[C-:50])(=O)=O)=CC=1>CO>[Cl:1][C:2]1[S:32][C:5]2[C:6]3([CH2:12][CH2:13][N:14]([CH2:17][C:18]4[C:19]([CH3:31])=[N:20][N:21]([C:23]5[C:24]([C:25]6[O:26][CH:50]=[N:49][CH:48]=6)=[CH:27][CH:28]=[CH:29][N:30]=5)[CH:22]=4)[CH2:15][CH2:16]3)[O:7][CH2:8][C:9]([F:11])([F:10])[C:4]=2[CH:3]=1 |f:1.2.3|. Procedure: To a screw-cap test tube containing 2-(4-((2′-chloro-4′,4′-difluoro-4′,5′-dihydrospiro[piperidine-4,7′-thieno[2,3-c]pyran]-1-yl)methyl)-3-methyl-1H-pyrazol-1-yl)nicotinaldehyde (0.120 g, 0.25 mmol) in methanol (2.5 mL) are added potassium carbonate (0.104 g, 0.75 mmol) and p-toluenesulfonylmethyl isocyanide (0.054 g, 0.28 mmol) under nitrogen. The reaction tube is quickly sealed (caution: build-up of pressure possible; use a safety shield) and is stirred in a preheated oil bath at 65° C. for 3 h... The reactants are CCN1CCC(c2cccc(OC(C)C)c2)CC1, Cc1ccccc1, O=C(Cl)Oc1ccccc1, [Na+], [OH-]. The product is CC(C)Oc1cccc(C2CCN(C(=O)Oc3ccccc3)CC2)c1. RXN SMILES: [CH2:1]([CH3:2])[N:3]1[CH2:4][CH2:5][CH:6]([c:9]2[cH:10][c:11]([O:15][CH:16]([CH3:17])[CH3:18])[cH:12][cH:13][cH:14]2)[CH2:7][CH2:8]1.[CH3:31][c:32]1[cH:33][cH:34][cH:35][cH:36][cH:37]1.[Cl:19][C:20](=[O:21])[O:22][c:23]1[cH:24][cH:25][cH:26][cH:27][cH:28]1.[Na+:30].[OH-:29]>>[N:3]1([C:20](=[O:21])[O:22][c:23]2[cH:24][cH:25][cH:26][cH:27][cH:28]2)[CH2:4][CH2:5][CH:6]([c:9]2[cH:10][c:11]([O:15][CH:16]([CH3:17])[CH3:18])[cH:12][cH:13][cH:14]2)[CH2:7][CH2:8]1. Reactants: BrC1=CC=C(C=C1)N(CC)CC ((4-bromo-phenyl)diethylamine), C(CCC)[Li] (n-butyllithium), B(OC(C)C)(OC(C)C)OC(C)C (triisopropyl borate). The product is C(C)N(C1=CC=C(C=C1)B(O)O)CC (4-diethylaminophenylboronic acid). The yield is 94.6%. RXN SMILES: Br[C:2]1[CH:7]=[CH:6][C:5]([N:8]([CH2:11][CH3:12])[CH2:9][CH3:10])=[CH:4][CH:3]=1.C([Li])CCC.[B:18](OC(C)C)([O:23]C(C)C)[O:19]C(C)C>>[CH2:9]([N:8]([CH2:11][CH3:12])[C:5]1[CH:6]=[CH:7][C:2]([B:18]([OH:23])[OH:19])=[CH:3][CH:4]=1)[CH3:10]. Reported procedure: In a manner similar to that of Example 1c, by reacting 5 g of (4-bromo-phenyl)diethylamine (21.9 mmol) with 13 mL of 2.0 M n-butyllithium solution and 6 mL (26 mmol) of triisopropyl borate. 4 g of 4-diethylaminophenylboronic acid (yield=94%) are obtained in the form of a white solid.